From a dataset of the Open Reaction Database (ORD), a public repository of structured organic reaction records. describe an organic reaction: reactants, conditions, products, and yield Starting materials: Cc1ccccc1CBr, NCc1ccccc1, Nc1nc(N)c2c(OCC3CCNCC3)cccc2n1. Yields the product Cc1ccccc1CN1CCC(COc2cccc3nc(N)nc(N)c23)CC1. As a reaction SMILES: [CH3:29][c:30]1[c:31]([CH2:32][Br:33])[cH:34][cH:35][cH:36][cH:37]1.[NH2:1][CH2:2][c:3]1[cH:4][cH:5][cH:6][cH:7][cH:8]1.[NH:9]1[CH2:10][CH2:11][CH:12]([CH2:15][O:16][c:17]2[c:18]3[c:19]([NH2:28])[n:20][c:21]([NH2:27])[n:22][c:23]3[cH:24][cH:25][cH:26]2)[CH2:13][CH2:14]1>>[N:9]1([CH2:32][c:31]2[c:30]([CH3:29])[cH:37][cH:36][cH:35][cH:34]2)[CH2:10][CH2:11][CH:12]([CH2:15][O:16][c:17]2[c:18]3[c:19]([NH2:28])[n:20][c:21]([NH2:27])[n:22][c:23]3[cH:24][cH:25][cH:26]2)[CH2:13][CH2:14]1. The reactants are ClC1OC(C(=C1)C)=O (2-Chloro-4-methyl-2H-furan-5-one), C1(=CC=CC=C1)N1C(CCCCC1)=O (1-Phenylazepan-2-one), C(C)OC=O (ethylformate), [Li+].CC(C)[N-]C(C)C (LDA). Solvent: C(C)(=O)OCC (ethyl acetate), O (Water), O1CCCC1 (tetrahydrofuran). Reaction conditions: temperature -78 celsius, time 10 minute. Yields the product CC1=CC(OC1=O)O\C=C/1\C(N(CCCC1)C1=CC=CC=C1)=O ((3E)-3-[(4-methyl-5-oxo-2H-furan-2-yl)oxymethylene]-1-phenyl-azepan-2-one). As a reaction SMILES: [C:1]1([N:7]2[CH2:13][CH2:12][CH2:11][CH2:10][CH2:9][C:8]2=[O:14])[CH:6]=[CH:5][CH:4]=[CH:3][CH:2]=1.[Li+].CC([N-]C(C)C)C.[CH2:23]([O:25]C=O)C.Cl[CH:29]1[CH:33]=[C:32]([CH3:34])[C:31](=[O:35])[O:30]1>O1CCCC1.C(OCC)(=O)C.O>[CH3:34][C:32]1[C:31](=[O:35])[O:30][CH:29]([O:25]/[CH:23]=[C:9]2/[C:8](=[O:14])[N:7]([C:1]3[CH:2]=[CH:3][CH:4]=[CH:5][CH:6]=3)[CH2:13][CH2:12][CH2:11][CH2:10]/2)[CH:33]=1 |f:1.2|. Reported procedure: 1-Phenylazepan-2-one (0.500 g, as prepared in Organic Letters 2000, pages 1101-1104) was dissolved in tetrahydrofuran (30 mL) and cooled to −78° C. To the solution was added LDA (2.0 mol/L in THF/heptane/ethylbenzene, 2.6 mL) dropwise. After stirring for 10 min between −55 and −50° C., the reaction mixture was warmed up to −40° C., stirred for 5 min and ethylformate (0.657 mL, 0.605 g) was added slowly. The mixture was warmed up to 0° C. and stirred for another 30 min. 2-Chloro-4-methyl-2H-furan... Reaction SMILES: [C:1]([c:2]1[cH:3][cH:4][cH:5][cH:6][cH:7]1)([c:8]1[cH:9][cH:10][cH:11][cH:12][cH:13]1)([c:14]1[cH:15][cH:16][cH:17][cH:18][cH:19]1)[Cl:20].[C:21]([CH3:22])([CH3:23])([CH3:24])[Si:25]([O:26][CH:27]([CH:28]([CH:29]=[CH:30][CH2:31][OH:32])[CH3:33])[CH2:34][CH2:35][O:36][Si:37]([CH3:38])([CH3:39])[C:40]([CH3:41])([CH3:42])[CH3:43])([CH3:44])[CH3:45].[CH3:50][N:51]([c:52]1[cH:53][cH:54][n:55][cH:56][cH:57]1)[CH3:58].[Cl:46][CH:47]([Cl:48])[Cl:49].[cH:59]1[cH:60][cH:61][n:62][cH:63][cH:64]1>>[C:1]([c:2]1[cH:3][cH:4][cH:5][cH:6][cH:7]1)([c:8]1[cH:9][cH:10][cH:11][cH:12][cH:13]1)([c:14]1[cH:15][cH:16][cH:17][cH:18][cH:19]1)[O:32][CH2:31][CH:30]=[CH:29][CH:28]([CH:27]([O:26][Si:25]([C:21]([CH3:22])([CH3:23])[CH3:24])([CH3:44])[CH3:45])[CH2:34][CH2:35][O:36][Si:37]([CH3:38])([CH3:39])[C:40]([CH3:41])([CH3:42])[CH3:43])[CH3:33]. Starting materials: ClC(c1ccccc1)(c1ccccc1)c1ccccc1, CC(C=CCO)C(CCO[Si](C)(C)C(C)(C)C)O[Si](C)(C)C(C)(C)C, CN(C)c1ccncc1, ClC(Cl)Cl, c1ccncc1. The product is CC(C=CCOC(c1ccccc1)(c1ccccc1)c1ccccc1)C(CCO[Si](C)(C)C(C)(C)C)O[Si](C)(C)C(C)(C)C. The reactants are C1=CC=C(C=C1)N=C(Cl)Cl (Phenyl isocyanide dichloride), S1C(=NC2=C1C=CC=C2)N=C(N)N (2-benzothiazolylguanidine), C(C)(C)N(CC)C(C)C (diisopropylethylamine). Run in O1CCCC1 (tetrahydrofuran), O1CCCC1 (tetrahydrofuran). Yields the product NC=1N=C2SC3=C(N2C(N1)=NC1=CC=CC=C1)C=CC=C3 (2-Amino-4-phenylimino-4H-1,3,5-triazino[2,1-b]benzothiazole). RXN SMILES: [CH:1]1[CH:6]=[CH:5][C:4]([N:7]=[C:8](Cl)Cl)=[CH:3][CH:2]=1.[S:11]1[C:15]2[CH:16]=[CH:17][CH:18]=[CH:19][C:14]=2[N:13]=[C:12]1[N:20]=[C:21]([NH2:23])[NH2:22].C(N(C(C)C)CC)(C)C>O1CCCC1>[NH2:23][C:21]1[N:20]=[C:12]2[N:13]([C:8](=[N:7][C:4]3[CH:5]=[CH:6][CH:1]=[CH:2][CH:3]=3)[N:22]=1)[C:14]1[CH:19]=[CH:18][CH:17]=[CH:16][C:15]=1[S:11]2. Reported procedure: Phenyl isocyanide dichloride (0.18 g) in dry tetrahydrofuran (5 ml) was added to a stirred solution of 2-benzothiazolylguanidine (0.2 g) and diisopropylethylamine (0.27 g) in dry tetrahydrofuran (10 ml). The mixture was refluxed for sixteen days and on cooling the title compound was obtained as a white crystalline solid (23 mg) mp>250°. The reactants are COc1c(C=O)cc(S(N)(=O)=O)cc1-c1cccc(NC(N)=O)c1, O=C(Cl)Cc1ccccc1. Product: COc1c(C=O)cc(S(=O)(=O)NC(=O)Cc2ccccc2)cc1-c1cccc(NC(N)=O)c1. As a reaction SMILES: [CH:1](=[O:2])[c:3]1[cH:4][c:5]([S:21](=[O:22])(=[O:23])[NH2:24])[cH:6][c:7](-[c:11]2[cH:12][c:13]([NH:17][C:18](=[O:19])[NH2:20])[cH:14][cH:15][cH:16]2)[c:8]1[O:9][CH3:10].[c:25]1([CH2:31][C:32](=[O:33])[Cl:34])[cH:26][cH:27][cH:28][cH:29][cH:30]1>>[CH:1](=[O:2])[c:3]1[cH:4][c:5]([S:21](=[O:22])(=[O:23])[NH:24][C:32]([CH2:31][c:25]2[cH:26][cH:27][cH:28][cH:29][cH:30]2)=[O:33])[cH:6][c:7](-[c:11]2[cH:12][c:13]([NH:17][C:18](=[O:19])[NH2:20])[cH:14][cH:15][cH:16]2)[c:8]1[O:9][CH3:10]. Starting materials: Cl (hydrochloride), NC1=C(C=C(C=C1F)C(CNC1CCCC1)=O)Br (4'-amino-3'-bromo-2-cyclopentylamino-5'-fluoroacetophenone), [BH4-].[Na+] (sodium borohydride). Yields the product NC1=C(C=C(C=C1F)C(CNC1CCCC1)O)Br (1-(4'-Amino-3'-bromo-5'-fluoro-phenyl)-2-cyclopentylamino-ethanol). As a reaction SMILES: Cl.[NH2:2][C:3]1[C:8]([F:9])=[CH:7][C:6]([C:10](=[O:18])[CH2:11][NH:12][CH:13]2[CH2:17][CH2:16][CH2:15][CH2:14]2)=[CH:5][C:4]=1[Br:19].[BH4-].[Na+]>>[NH2:2][C:3]1[C:8]([F:9])=[CH:7][C:6]([CH:10]([OH:18])[CH2:11][NH:12][CH:13]2[CH2:17][CH2:16][CH2:15][CH2:14]2)=[CH:5][C:4]=1[Br:19] |f:2.3|. Reported procedure: m.p. of the hydrochloride: 167°-170° C. (decomp.), was prepared from 4'-amino-3'-bromo-2-cyclopentylamino-5'-fluoroacetophenone and sodium borohydride analogous to Example 49. As a reaction SMILES: N[C:2]1[CH:3]=[CH:4][C:5]([Cl:12])=[C:6]([CH:11]=1)[C:7]([O:9][CH3:10])=[O:8].N([O-])=[O:14].[Na+].N(O)=O.NC(N)=O>O.OS(O)(=O)=O.[O-]S([O-])(=O)=O.[Cu+2]>[CH3:10][O:9][C:7](=[O:8])[C:6]1[CH:11]=[C:2]([OH:14])[CH:3]=[CH:4][C:5]=1[Cl:12] |f:1.2,7.8|. Run in O (water), OS(=O)(=O)O (H2SO4), O (water). Reaction conditions: temperature 2.5 celsius, time 15 minute. Product: COC(C1=C(C=CC(=C1)O)Cl)=O (2-Chloro-5-hydroxy-benzoic acid methyl ester). Procedure: Compound (78) (9 g, 48.5 mmol) was subjected to diazotization using NaNO2 (4.5 g 48.5 mmol) in water (50 mL) and H2SO4 (10%, 100 mL). Excess nitrous acid was neutralized with urea. The reaction mixture was poured into a suspension of CuSO4. 5H2O (144 g, 577 mmol) and Cu2O (5.22 g, 41.4 mmol) in water (900 mL) at 0° C. The reaction mixture was stirred for 15 min. at 0-5° C. and was then extracted using diethyl ether (200 mL×3). The organic extract was washed, dried (anhy. Na2SO4), concentrated an... Starting materials: NC=1C=CC(=C(C(=O)OC)C1)Cl (methyl 5-amino-2-chlorobenzoate), Cu2O, NC(=O)N (urea), N(=O)[O-].[Na+] (NaNO2), N(=O)O (nitrous acid). The reagents and catalysts are [O-]S(=O)(=O)[O-].[Cu+2] (CuSO4). The reactants are BrC(C(=O)O)CSCC1=CC=C(C=C1)OC (2-bromo-3-(4-methoxybenzylmercapto) propanoic acid), CS (methylmercaptan), [OH-].[Na+] (sodium hydroxide). Run in C(C)O (ethanol). Yields the product COC1=CC=C(CSCC(C(=O)O)SC)C=C1 (3-(4-methoxybenzylmercapto)-2-(methylthio)propanoic acid). As a reaction SMILES: Br[CH:2]([CH2:6][S:7][CH2:8][C:9]1[CH:14]=[CH:13][C:12]([O:15][CH3:16])=[CH:11][CH:10]=1)[C:3]([OH:5])=[O:4].[CH3:17][SH:18].[OH-].[Na+]>C(O)C>[CH3:16][O:15][C:12]1[CH:13]=[CH:14][C:9]([CH2:8][S:7][CH2:6][CH:2]([S:18][CH3:17])[C:3]([OH:5])=[O:4])=[CH:10][CH:11]=1 |f:2.3|. Procedure: A solution of 2-bromo-3-(4-methoxybenzylmercapto) propanoic acid (15 g.), methylmercaptan (3 g.) and sodium hydroxide (4.6 g.) in 95% ethanol (25 ml.) is refluxed for twelve hours. The sodium bromide is filtered off and the filtrate is concentrated to dryness in vacuo. The residue is dissolved in water, acidified with concentrated hydrochloric acid and extracted with ethyl acetate. The organic layer is dried and concentrated to dryness to yield 3-(4-methoxybenzylmercapto)-2-(methylthio)propanoic... Starting materials: CC(C)([O-])C.[K+] (potassium tert-butoxide), OC=1C=NC=CC1 (3-hydroxy-pyridine), C[Si](CCOCCl)(C)C (2-(trimethylsilyl)ethoxy-methyl chloride). Solvent: CN(C)C=O (DMF), C1CCOC1 (THF). Product: C[Si](CCOCOC=1C=NC=CC1)(C)C (3-(2-trimethylsilanyl-ethoxymethoxy)-pyridine). Isolated yield 69.7%. RXN SMILES: CC(C)([O-])C.[K+].[OH:7][C:8]1[CH:9]=[N:10][CH:11]=[CH:12][CH:13]=1.[CH3:14][Si:15]([CH3:22])([CH3:21])[CH2:16][CH2:17][O:18][CH2:19]Cl>CN(C=O)C.C1COCC1>[CH3:14][Si:15]([CH3:22])([CH3:21])[CH2:16][CH2:17][O:18][CH2:19][O:7][C:8]1[CH:9]=[N:10][CH:11]=[CH:12][CH:13]=1 |f:0.1|. Procedure details: Add potassium tert-butoxide (2.69 g, 24 mmol) to a 0° C. solution of 3-hydroxy-pyridine (1.90 g, 20 mmol) in DMF (30 mL) and THF (30 mL) stirring under N2. Add 2-(trimethylsilyl)ethoxy-methyl chloride (3.72 mL, 21 mmol) dropwise and allow to warm slowly to RT overnight. Add water to quench, stir for 5 minutes and concentrate. Dissolve in 20% i-PrOH/CHCl3, wash with saturated NaHCO3 solution (2×) and brine. Dry the combined organic layers over MgSO4 and concentrate. Purify the residue by flash ch... The reactants are COCCn1cc(Br)sc1=NC(=O)C12CC3CC(CC(C3)C1)C2, O=C([O-])[O-], COCCOC, CCO, OB(O)c1ccncc1F, [Na+], [Na+], O, Cl[Pd]Cl, c1ccc(P(c2ccccc2)c2ccccc2)cc1, c1ccc(P(c2ccccc2)c2ccccc2)cc1. The product is COCCn1cc(-c2ccncc2F)sc1=NC(=O)C12CC3CC(CC(C3)C1)C2. Reaction SMILES: [Br:1][c:2]1[cH:3][n:4]([CH2:20][CH2:21][O:22][CH3:23])[c:5](=[N:7][C:8](=[O:9])[C:10]23[CH2:11][CH:12]4[CH2:13][CH:14]([CH2:15][CH:16]([CH2:17]2)[CH2:18]4)[CH2:19]3)[s:6]1.[C:34](=[O:35])([O-:36])[O-:37].[CH3:40][O:41][CH2:42][CH2:43][O:44][CH3:45].[CH3:47][CH2:48][OH:49].[F:24][c:25]1[cH:26][n:27][cH:28][cH:29][c:30]1[B:31]([OH:32])[OH:33].[Na+:38].[Na+:39].[OH2:46].[Pd:50]([Cl:51])[Cl:52].[c:53]1([P:54]([c:55]2[cH:56][cH:57][cH:58][cH:59][cH:60]2)[c:61]2[cH:62][cH:63][cH:64][cH:65][cH:66]2)[cH:67][cH:68][cH:69][cH:70][cH:71]1.[c:72]1([P:73]([c:74]2[cH:75][cH:76][cH:77][cH:78][cH:79]2)[c:80]2[cH:81][cH:82][cH:83][cH:84][cH:85]2)[cH:86][cH:87][cH:88][cH:89][cH:90]1>>[c:2]1(-[c:30]2[c:25]([F:24])[cH:26][n:27][cH:28][cH:29]2)[cH:3][n:4]([CH2:20][CH2:21][O:22][CH3:23])[c:5](=[N:7][C:8](=[O:9])[C:10]23[CH2:11][CH:12]4[CH2:13][CH:14]([CH2:15][CH:16]([CH2:17]2)[CH2:18]4)[CH2:19]3)[s:6]1.